Dataset: the Open Reaction Database (ORD), a public repository of structured organic reaction records. Task: describe an organic reaction: reactants, conditions, products, and yield The reactants are Cc1ccc(N)c([N+](=O)[O-])c1, FC(F)(F)c1ccc2c(c1)nc(C=Cc1ccccc1)n2-c1ccccn1. The product is Cc1ccc2c(c1)nc(C=Cc1ccccc1)n2-c1ccccn1. As a reaction SMILES: [CH3:1][c:2]1[cH:3][cH:4][c:5]([NH2:6])[c:7]([N+:8]([O-:9])=[O:10])[cH:11]1.[n:12]1[c:13](-[n:18]2[c:19]([CH:31]=[CH:32][c:33]3[cH:34][cH:35][cH:36][cH:37][cH:38]3)[n:20][c:21]3[c:22]2[cH:23][cH:24][c:25]([C:27]([F:28])([F:29])[F:30])[cH:26]3)[cH:14][cH:15][cH:16][cH:17]1>>[n:12]1[c:13](-[n:18]2[c:19]([CH:31]=[CH:32][c:33]3[cH:34][cH:35][cH:36][cH:37][cH:38]3)[n:20][c:21]3[c:22]2[cH:23][cH:24][c:25]([CH3:27])[cH:26]3)[cH:14][cH:15][cH:16][cH:17]1. The reactants are CCN(C(C)C)C(C)C (DIPEA), C=1C=CC2=C(C1)N=NN2O (HOBT), CCN=C=NCCCN(C)C.Cl (EDC.HCl), amine, BrC1=C2C(=CN=CC2=CC=C1)C(=O)O (5-bromoisoquinoline-4-carboxylic acid). Run in C1CCOC1 (THF). Run at time 8 hour. Product: BrC1=C2C(=CN=CC2=CC=C1)C(=O)N (5-Bromoisoquinolin-4-carboxylic amide). The yield is 60.0%. As a reaction SMILES: [Br:1][C:2]1[CH:11]=[CH:10][CH:9]=[C:8]2[C:3]=1[C:4]([C:12]([OH:14])=O)=[CH:5][N:6]=[CH:7]2.CC[N:17](C(C)C)C(C)C.C1C=CC2N(O)N=NC=2C=1.CCN=C=NCCCN(C)C.Cl>C1COCC1>[Br:1][C:2]1[CH:11]=[CH:10][CH:9]=[C:8]2[C:3]=1[C:4]([C:12]([NH2:17])=[O:14])=[CH:5][N:6]=[CH:7]2 |f:3.4|. Procedure: To a stirred solution of 5-bromoisoquinoline-4-carboxylic acid (Intermediate-17) (1 equiv, 2.0 mmol) in dry THF (10.0 ml) were added, DIPEA (3 equiv), HOBT (1.5 equiv), EDC.HCl (1.5 equiv) at RT and the mixture was stirred for 10 min. To this, corresponding amine (1.2 equiv) was added and the reaction mixture was stirred overnight. After completion (TLC), it was concentrated under reduced pressure and the crude product was purified by flash column chromatography to furnish the corresponding amid... The yield is 27.0%. Product: ClC(C(=O)OCC)CCC1=CC=C(C=C1)OC(C)C (ethyl 2-chloro-4-(4-isopropoxypheyl)butyrate). Reaction SMILES: O[CH:2]([CH2:8][CH2:9][C:10]1[CH:15]=[CH:14][C:13]([O:16][CH:17]([CH3:19])[CH3:18])=[CH:12][CH:11]=1)[C:3]([O:5][CH2:6][CH3:7])=[O:4].S(Cl)([Cl:22])=O>>[Cl:22][CH:2]([CH2:8][CH2:9][C:10]1[CH:15]=[CH:14][C:13]([O:16][CH:17]([CH3:19])[CH3:18])=[CH:12][CH:11]=1)[C:3]([O:5][CH2:6][CH3:7])=[O:4]. Reported procedure: According to the same manner as that described in Reference Example 34, ethyl 2-hydroxy-4-(4-isopropoxyphenyl)-butyrate was chlorinated with thionyl chloride to give ethyl 2-chloro-4-(4-isopropoxypheyl)butyrate as an oil (yield: 27%). Starting materials: OC(C(=O)OCC)CCC1=CC=C(C=C1)OC(C)C (ethyl 2-hydroxy-4-(4-isopropoxyphenyl)-butyrate), S(=O)(Cl)Cl (thionyl chloride). Reported procedure: Into a 100-mL 3-necked round-bottom flask, was placed 5-amino-3-ethyl-1-phenyl-1H-pyrazole-4-carboxamide (1 g, 4.35 mmol, 1.00 equiv) at room temperature. To the resulting mixture was then added urea (1.75 g, 29.17 mmol, 6.70 equiv), in portions at room temperature. The resulting solution was stirred for 1 h at 200° C. The resulting mixture was then cooled to room temperature. The residue was dissolved in sodium hydroxide (250 mL). The pH value of the solution was adjusted to about 5 with AcOH (... Run at temperature 200 celsius, time 1 hour. Run in [OH-].[Na+] (sodium hydroxide). The reactants are NC1=C(C(=NN1C1=CC=CC=C1)CC)C(=O)N (5-amino-3-ethyl-1-phenyl-1H-pyrazole-4-carboxamide), NC(=O)N (urea), CC(=O)O (AcOH). As a reaction SMILES: [NH2:1][C:2]1[N:6]([C:7]2[CH:12]=[CH:11][CH:10]=[CH:9][CH:8]=2)[N:5]=[C:4]([CH2:13][CH3:14])[C:3]=1[C:15]([NH2:17])=[O:16].N[C:19](N)=[O:20].CC(O)=O>[OH-].[Na+]>[CH2:13]([C:4]1[C:3]2[C:15](=[O:16])[NH:17][C:19](=[O:20])[NH:1][C:2]=2[N:6]([C:7]2[CH:12]=[CH:11][CH:10]=[CH:9][CH:8]=2)[N:5]=1)[CH3:14] |f:3.4|. Yields the product C(C)C1=NN(C=2NC(NC(C21)=O)=O)C2=CC=CC=C2 (3-ethyl-1-phenyl-1H-pyrazolo[3,4-d]pyrimidine-4,6(5H,7H)-dione). Reactants: COC=1C=C(C=CC(=O)N2CCOCC2)C=CC1OC (3,4-dimethoxycinnamic acid morpholide), BrC1=CC=C(C=C1)C1=CC=CC=C1 (4-bromo-biphenyl). The product is C1(=CC=C(C=C1)/C(=C/C(=O)N1CCOCC1)/C1=CC(=C(C=C1)OC)OC)C1=CC=CC=C1 (z-3-(Biphenyl-4-yl)-3-(3,4-dimethoxyphenyl)-acrylic acid morpholide). Reaction SMILES: [CH3:1][O:2][C:3]1[CH:4]=[C:5]([CH:16]=[CH:17][C:18]=1[O:19][CH3:20])[CH:6]=[CH:7][C:8]([N:10]1[CH2:15][CH2:14][O:13][CH2:12][CH2:11]1)=[O:9].Br[C:22]1[CH:27]=[CH:26][C:25]([C:28]2[CH:33]=[CH:32][CH:31]=[CH:30][CH:29]=2)=[CH:24][CH:23]=1>>[C:25]1([C:28]2[CH:29]=[CH:30][CH:31]=[CH:32][CH:33]=2)[CH:26]=[CH:27][C:22](/[C:6](/[C:5]2[CH:16]=[CH:17][C:18]([O:19][CH3:20])=[C:3]([O:2][CH3:1])[CH:4]=2)=[CH:7]/[C:8]([N:10]2[CH2:11][CH2:12][O:13][CH2:14][CH2:15]2)=[O:9])=[CH:23][CH:24]=1. Reported procedure: Analogous to Example 21, the title compound was prepared starting from 3,4-dimethoxycinnamic acid morpholide and 4-bromo-biphenyl. Reported procedure: The title compound is prepared analogously as described for GP2-WU2 using 5-(3,4-dimethoxyphenyl)-4,4-dimethyl-2-(piperidin-4-yl)-2,4-dihydro-3H-pyrazol-3-one (compound B1) and 3-methoxynaphthalene-2-carboxylic acid as starting compounds. The crude product is purified by chromatography (amino phase silica gel and DCM) and by crystallization from diethyl ether to yield the title compound. RXN SMILES: Cl.[CH3:2][O:3][C:4]1[CH:5]=[C:6]([C:12]2[C:13]([CH3:25])([CH3:24])[C:14](=[O:23])[N:15]([CH:17]3[CH2:22][CH2:21][NH:20][CH2:19][CH2:18]3)[N:16]=2)[CH:7]=[CH:8][C:9]=1[O:10][CH3:11].[CH3:26][O:27][C:28]1[C:29]([C:38](O)=[O:39])=[CH:30][C:31]2[C:36]([CH:37]=1)=[CH:35][CH:34]=[CH:33][CH:32]=2>>[CH3:2][O:3][C:4]1[CH:5]=[C:6]([C:12]2[C:13]([CH3:25])([CH3:24])[C:14](=[O:23])[N:15]([CH:17]3[CH2:22][CH2:21][N:20]([C:38]([C:29]4[C:28]([O:27][CH3:26])=[CH:37][C:36]5[C:31](=[CH:32][CH:33]=[CH:34][CH:35]=5)[CH:30]=4)=[O:39])[CH2:19][CH2:18]3)[N:16]=2)[CH:7]=[CH:8][C:9]=1[O:10][CH3:11] |f:0.1|. Reactants: Cl.COC=1C=C(C=CC1OC)C=1C(C(N(N1)C1CCNCC1)=O)(C)C (5-(3,4-dimethoxyphenyl)-4,4-dimethyl-2-(piperidin-4-yl)-2,4-dihydro-3H-pyrazol-3-one hydrochloride), Cl.COC=1C=C(C=CC1OC)C=1C(C(N(N1)C1CCNCC1)=O)(C)C (5-(3,4-dimethoxyphenyl)-4,4-dimethyl-2-(piperidin-4-yl)-2,4-dihydro-3H-pyrazol-3-one hydrochloride), COC=1C(=CC2=CC=CC=C2C1)C(=O)O (3-methoxynaphthalene-2-carboxylic acid). Yields the product COC=1C=C(C=CC1OC)C=1C(C(N(N1)C1CCN(CC1)C(=O)C1=CC2=CC=CC=C2C=C1OC)=O)(C)C (5-(3,4-Dimethoxyphenyl)-2-{1-[(3-methoxynaphthalen-2-yl)carbonyl]piperidin-4-yl}-4,4-dimethyl-2,4-dihydro-3H-pyrazol-3-one). Starting materials: COC=1C=C(C=CC1OC)CCC(=O)O (3-(3,4-dimethoxyphenyl) propionic acid), C(=O)(N1C=NC=C1)N1C=NC=C1 (carbonyldiimidazole), CC=1C=C(C=CC1)CCN (2-(3-methylphenyl)ethylamine). Run in C1CCOC1 (THF). Reaction conditions: time 50 minute. Product: COC=1C=C(C=CC1OC)CCC(=O)NCCC1=CC(=CC=C1)C (N-[3-(3,4-Dimethoxyphenyl) propionyl]-2-(3-methylphenyl) ethylamine). The yield is 87.4%. Reaction SMILES: [CH3:1][O:2][C:3]1[CH:4]=[C:5]([CH2:11][CH2:12][C:13]([OH:15])=O)[CH:6]=[CH:7][C:8]=1[O:9][CH3:10].C(N1C=CN=C1)(N1C=CN=C1)=O.[CH3:28][C:29]1[CH:30]=[C:31]([CH2:35][CH2:36][NH2:37])[CH:32]=[CH:33][CH:34]=1>C1COCC1>[CH3:1][O:2][C:3]1[CH:4]=[C:5]([CH2:11][CH2:12][C:13]([NH:37][CH2:36][CH2:35][C:31]2[CH:32]=[CH:33][CH:34]=[C:29]([CH3:28])[CH:30]=2)=[O:15])[CH:6]=[CH:7][C:8]=1[O:9][CH3:10]. Reported procedure: A solution of 3-(3,4-dimethoxyphenyl) propionic acid (21 g, 0.10 mol) and 16.4 g (0.101 mol) of carbonyldiimidazole in dry THF was stirred for 1 h in a flask protected from moisture. To this solution was added 2-(3-methylphenyl)ethylamine (14.2 g, 0.105 mol) and stirring was continued for 50 min. The solvent was evaporated and the residue was triturated with water and collected by filtration. The crude amide was recrystallized from methanol-water to give 28.6 g (88%) of the title compound mp 100... Starting materials: ClC1=NC(=C2N=CN(C2=N1)C1CCCC1)Cl (2,6-dichloro-9-cyclopentylpurine), FC(CNN)(F)F (2,2,2-trifluoroethylhydrazine). The solvent is C(C)N(CC)CC (triethylamine). Product: ClC1=NC(=C2N=CN(C2=N1)C1CCCC1)NNCC(F)(F)F (2-Chloro-6-[2,2,2-trifluoroethylhydrazino]-9-cyclopentylpurine). Reaction SMILES: [Cl:1][C:2]1[N:10]=[C:9]2[C:5]([N:6]=[CH:7][N:8]2[CH:11]2[CH2:15][CH2:14][CH2:13][CH2:12]2)=[C:4](Cl)[N:3]=1.[F:17][C:18]([F:23])([F:22])[CH2:19][NH:20][NH2:21]>C(N(CC)CC)C>[Cl:1][C:2]1[N:10]=[C:9]2[C:5]([N:6]=[CH:7][N:8]2[CH:11]2[CH2:15][CH2:14][CH2:13][CH2:12]2)=[C:4]([NH:21][NH:20][CH2:19][C:18]([F:23])([F:22])[F:17])[N:3]=1. Procedure: 2-Chloro-6-[2,2,2-trifluoroethylhydrazino]-9-cyclopentylpurine is prepared from 2,6-dichloro-9-cyclopentylpurine, 2,2,2-trifluoroethylhydrazine, and triethylamine essentially as described above in Example 1, Scheme A, step b. Reactants: C1(=CC=CC=C1)P(C1=CC=CC=C1)C1=CC=CC=C1 (triphenylphosphine), CCOC(=O)/N=N/C(=O)OCC.C1(=CC=CC=C1)C (DEAD toluene), CN(CCCO)C (3-(dimethylamino)propanol), OC1=C2CNC(C2=C(C=C1)C=1N(C2=CC=C(C=C2C1)CN1CCCCC1)C(=O)OC(C)(C)C)=O (4-hydroxy-7-[1-(tert-butoxycarbonyl)-5-(piperidinomethyl)indol-2-yl]isoindolinone). The solvent is C1CCOC1 (THF). The product is CN(CCCOC1=C2CNC(C2=C(C=C1)C=1N(C2=CC=C(C=C2C1)CN1CCCCC1)C(=O)OC(C)(C)C)=O)C (4-[3-(dimethylamino)propoxy]-7-[1-(tert-butoxycarbonyl)-5-(piperidinomethyl)indol-2-yl]isoindolinone). Isolated yield 38.7%. As a reaction SMILES: [OH:1][C:2]1[CH:10]=[CH:9][C:8]([C:11]2[N:12]([C:27]([O:29][C:30]([CH3:33])([CH3:32])[CH3:31])=[O:28])[C:13]3[C:18]([CH:19]=2)=[CH:17][C:16]([CH2:20][N:21]2[CH2:26][CH2:25][CH2:24][CH2:23][CH2:22]2)=[CH:15][CH:14]=3)=[C:7]2[C:3]=1[CH2:4][NH:5][C:6]2=[O:34].C1(P(C2C=CC=CC=2)C2C=CC=CC=2)C=CC=CC=1.CCOC(/N=N/C(OCC)=O)=O.C1(C)C=CC=CC=1.[CH3:73][N:74]([CH3:79])[CH2:75][CH2:76][CH2:77]O>C1COCC1>[CH3:73][N:74]([CH3:79])[CH2:75][CH2:76][CH2:77][O:1][C:2]1[CH:10]=[CH:9][C:8]([C:11]2[N:12]([C:27]([O:29][C:30]([CH3:31])([CH3:33])[CH3:32])=[O:28])[C:13]3[C:18]([CH:19]=2)=[CH:17][C:16]([CH2:20][N:21]2[CH2:26][CH2:25][CH2:24][CH2:23][CH2:22]2)=[CH:15][CH:14]=3)=[C:7]2[C:3]=1[CH2:4][NH:5][C:6]2=[O:34] |f:2.3|. Reported procedure: In a similar manner to Step 1 of Example 149, 4-hydroxy-7-[1-(tert-butoxycarbonyl)-5-(piperidinomethyl)indol-2-yl]isoindolinone (0.102 g, 0.221 mmol) was dissolved in THF (5.1 mL), and the solution was treated with triphenylphosphine (0.116 g, 0.442 mmol), 40% DEAD-toluene solution (0.201 mL, 0.442 mmol) and 3-(dimethylamino)propanol (0.130 mL, 1.10 mmol), followed by purification by flash column chromatography (chloroform/methanol=4/1) to obtain 4-[3-(dimethylamino)propoxy]-7-[1-(tert-butoxycar... Reactants: CC(=O)O[BH-](OC(C)=O)OC(C)=O, CO, CC(=O)O, NC(=O)c1ccc(Oc2ccc(C=O)cc2)nc1, ClCCCl, N, [Na+], O=P(O)(O)O, c1ccc(C2CCNC2)cc1. Product: NC(=O)c1ccc(Oc2ccc(CN3CCC(c4ccccc4)C3)cc2)nc1. As a reaction SMILES: [C:38]([O:39][BH-:40]([O:41][C:42](=[O:43])[CH3:44])[O:45][C:46](=[O:47])[CH3:48])(=[O:49])[CH3:50].[CH3:17][OH:18].[CH3:52][C:53](=[O:54])[OH:55].[CH:20](=[O:21])[c:22]1[cH:23][cH:24][c:25]([O:26][c:27]2[n:28][cH:29][c:30]([C:31](=[O:32])[NH2:33])[cH:34][cH:35]2)[cH:36][cH:37]1.[Cl:56][CH2:57][CH2:58][Cl:59].[NH3:19].[Na+:51].[P:1](=[O:2])([OH:3])([OH:4])[OH:5].[c:6]1([CH:12]2[CH2:13][NH:14][CH2:15][CH2:16]2)[cH:7][cH:8][cH:9][cH:10][cH:11]1>>[c:6]1([CH:12]2[CH2:13][N:14]([CH2:20][c:22]3[cH:23][cH:24][c:25]([O:26][c:27]4[n:28][cH:29][c:30]([C:31](=[O:32])[NH2:33])[cH:34][cH:35]4)[cH:36][cH:37]3)[CH2:15][CH2:16]2)[cH:7][cH:8][cH:9][cH:10][cH:11]1.